Dataset: the Open Reaction Database (ORD), a public repository of structured organic reaction records. Task: describe an organic reaction: reactants, conditions, products, and yield Reactants: FCC(CC(=C)C)N (1-fluoro-2-amino-4-methyl-4-pentene), C(=O)(OCC)N1C(C=2C(C1=O)=CC=CC2)=O (N-carbethoxyphthalimide). Solvent: C1=CC=CC=C1 (benzene). The product is FCC(CC(=C)C)N1C(C=2C(C1=O)=CC=CC2)=O (1-Fluoro-2-phthalimido-4-methyl-4-pentene). The yield is 84.5%. Reaction SMILES: [F:1][CH2:2][CH:3]([NH2:8])[CH2:4][C:5]([CH3:7])=[CH2:6].C(N1[C:18](=[O:19])[C:17]2=[CH:20][CH:21]=[CH:22][CH:23]=[C:16]2[C:15]1=[O:24])(OCC)=O>C1C=CC=CC=1>[F:1][CH2:2][CH:3]([N:8]1[C:18](=[O:19])[C:17]2=[CH:20][CH:21]=[CH:22][CH:23]=[C:16]2[C:15]1=[O:24])[CH2:4][C:5]([CH3:7])=[CH2:6]. Reported procedure: A mixture of 1-fluoro-2-amino-4-methyl-4-pentene (52.5 g, 450 mmoles) prepared as in step A above, N-carbethoxyphthalimide (98.55 g, 450 mmoles), and benzene (600 mL) is kept overnight at room temperature. The solution is concentrated under vacuum, the oily residue is dissolved in methylene chloride (500 mL) and treated with 50 g of triethylamine during 4 hours at room temperature. After extraction with 2 N hydrochloric acid (6×500 mL), the organic layer is dried over sodium sulfate and discolou... The reactants are O=C(NC(CCP(=O)(O)O)C(=O)O)OCc1ccccc1, [Na], OCc1ccccc1, O=S(Cl)Cl. Yields the product O=C(NC(CCP(=O)(O)O)C(=O)OCc1ccccc1)OCc1ccccc1. Reaction SMILES: [CH2:14]([c:15]1[cH:16][cH:17][cH:18][cH:19][cH:20]1)[O:21][C:22](=[O:23])[NH:24][CH:25]([C:26](=[O:27])[OH:28])[CH2:29][CH2:30][P:31](=[O:32])([OH:33])[OH:34].[Na:13].[OH:1][CH2:2][c:3]1[cH:4][cH:5][cH:6][cH:7][cH:8]1.[S:9]([Cl:10])([Cl:11])=[O:12]>>[CH2:2]([c:3]1[cH:4][cH:5][cH:6][cH:7][cH:8]1)[O:28][C:26]([CH:25]([NH:24][C:22]([O:21][CH2:14][c:15]1[cH:16][cH:17][cH:18][cH:19][cH:20]1)=[O:23])[CH2:29][CH2:30][P:31](=[O:32])([OH:33])[OH:34])=[O:27]. The reactants are [Cl-], CC(O)c1c(Cl)cccc1Cl, Nc1cc(F)c(F)cc1[N+](=O)[O-], [H-], [Na+], [Na+], C1CCOC1. Product: CC(Oc1cc(N)c([N+](=O)[O-])cc1F)c1c(Cl)cccc1Cl. Reaction SMILES: [Cl-:27].[Cl:1][c:2]1[c:3]([CH:9]([CH3:10])[OH:11])[c:4]([Cl:8])[cH:5][cH:6][cH:7]1.[F:14][c:15]1[cH:16][c:17]([N+:23](=[O:24])[O-:25])[c:18]([NH2:19])[cH:20][c:21]1[F:22].[H-:12].[Na+:13].[Na+:26].[O:28]1[CH2:29][CH2:30][CH2:31][CH2:32]1>>[Cl:1][c:2]1[c:3]([CH:9]([CH3:10])[O:11][c:21]2[c:15]([F:14])[cH:16][c:17]([N+:23](=[O:24])[O-:25])[c:18]([NH2:19])[cH:20]2)[c:4]([Cl:8])[cH:5][cH:6][cH:7]1. Starting materials: O1CCCC1 (tetrahydrofuran), BrC1=NNC(=C1C(=O)OCC)Br (ethyl 3,5-dibromo-1H-pyrazole-4-carboxylate), C(C)(C)N(C(C)C)CC (N,N-diisopropylethylamine), COCCl (chloromethyl methyl ether). Run in O (water). Run at time 1 hour. Yields the product BrC1=NN(C(=C1C(=O)OCC)Br)COC (Ethyl 3,5-dibromo-1-(methoxymethyl)-1H-pyrazole-4-carboxylate). RXN SMILES: [O:1]1[CH2:5]CC[CH2:2]1.[Br:6][C:7]1[C:11]([C:12]([O:14][CH2:15][CH3:16])=[O:13])=[C:10]([Br:17])[NH:9][N:8]=1.C(N(CC)C(C)C)(C)C.COCCl>O>[Br:17][C:10]1[C:11]([C:12]([O:14][CH2:15][CH3:16])=[O:13])=[C:7]([Br:6])[N:8]([CH2:2][O:1][CH3:5])[N:9]=1. Procedure details: To a tetrahydrofuran (262 mL) solution of ethyl 3,5-dibromo-1H-pyrazole-4-carboxylate (20.93 g, 703 mmol) was added N,N-diisopropylethylamine (24.5 mL, 141 mmol), and chloromethyl methyl ether (6.42 mL, 84.3 mmol) was added dropwise while cooling on ice, and stirred at room temperature for one hour. After the reaction was completed, water was added while cooling on ice, the reaction mixture was extracted with ethyl acetate, the organic layer was dried over magnesium sulfate, and then the solvent... Reactants: CC1(CC=CC=C1)B(OC(=O)O)O (1-methylcarboxyphenylboronic acid), BrC1=CC(=NC2=CC=CC=C12)C (4-bromo-2-methylquinoline), CCOC(=O)C (EtOAc), C(=O)(O)[O-].[Na+] (NaHCO3). Reagents/catalysts: C=1C=CC(=CC1)[P](C=2C=CC=CC2)(C=3C=CC=CC3)[Pd]([P](C=4C=CC=CC4)(C=5C=CC=CC5)C=6C=CC=CC6)([P](C=7C=CC=CC7)(C=8C=CC=CC8)C=9C=CC=CC9)[P](C=1C=CC=CC1)(C=1C=CC=CC1)C=1C=CC=CC1 (Pd(PPh3)4). Solvent: C1CCOC1 (THF). Run at temperature 70 celsius. The product is CC1=NC2=CC=CC=C2C(=C1)C1=CC=C(C(=O)O)C=C1 (4-(2-methyl-4-quinolinyl)benzoic acid). RXN SMILES: [CH3:1][C:2]1(B(O)OC(O)=O)[CH:7]=[CH:6][CH:5]=[CH:4][CH2:3]1.BrC1[C:24]2[C:19](=[CH:20][CH:21]=[CH:22][CH:23]=2)[N:18]=[C:17]([CH3:25])[CH:16]=1.[C:26]([O-])([OH:28])=[O:27].[Na+].CCOC(C)=O>C1COCC1.C1C=CC([P]([Pd]([P](C2C=CC=CC=2)(C2C=CC=CC=2)C2C=CC=CC=2)([P](C2C=CC=CC=2)(C2C=CC=CC=2)C2C=CC=CC=2)[P](C2C=CC=CC=2)(C2C=CC=CC=2)C2C=CC=CC=2)(C2C=CC=CC=2)C2C=CC=CC=2)=CC=1>[CH3:25][C:17]1[CH:16]=[C:1]([C:2]2[CH:3]=[CH:4][C:5]([C:26]([OH:28])=[O:27])=[CH:6][CH:7]=2)[C:24]2[C:19](=[CH:20][CH:21]=[CH:22][CH:23]=2)[N:18]=1 |f:2.3,^1:45,47,66,85|. Procedure details: To 1-methylcarboxyphenylboronic acid (1.0 g, 5.6 mmol) and 4-bromo-2-methylquinoline (1.24 g, 5.6 mmol) in THF/aq K2CO3 was added Pd(PPh3)4 and the reaction was heated to 70° C. for 16 hr. Aqueous workup using NaHCO3 and EtOAc, column chromatography and saponification using the same conditions as for Example 214 gave the final product. MS found: (M+H)=264.